Task: describe an organic reaction: reactants, conditions, products, and yield. Dataset: the Open Reaction Database (ORD), a public repository of structured organic reaction records Starting materials: COC(C(COC(C)(C)C)NC(CCC(C1CCCCC1)N1C(=NC2=CC=C(C=C2C1)OC1=CC=CC=C1)N)=O)=O (2-[4-(2-amino-6-phenoxy-4H-quinazolin-3-yl)-4-cyclohexyl-butyrylamino]-3-tert-butoxy-propionic acid methyl ester), [BH4-].[Na+] (NaBH4), [BH4-].[Na+] (NaBH4), [BH4-].[Na+] (NaBH4). The solvent is CO (methanol). Conditions: time 8 hour. Yields the product NC1=NC2=CC=C(C=C2CN1[C@@H](CCC(=O)N[C@@H](CO)COC(C)(C)C)C1CCCCC1)OC1=CC=CC=C1 (4-(2-Amino-6-phenoxy-4H-quinazolin-3-yl)-N-(1-(S)-tert-butoxymethyl-2-hydroxy-ethyl)-4-(S)-cyclohexyl-butyramide). RXN SMILES: C[O:2][C:3](=O)[CH:4]([NH:11][C:12](=[O:40])[CH2:13][CH2:14][CH:15]([N:22]1[CH2:31][C:30]2[C:25](=[CH:26][CH:27]=[C:28]([O:32][C:33]3[CH:38]=[CH:37][CH:36]=[CH:35][CH:34]=3)[CH:29]=2)[N:24]=[C:23]1[NH2:39])[CH:16]1[CH2:21][CH2:20][CH2:19][CH2:18][CH2:17]1)[CH2:5][O:6][C:7]([CH3:10])([CH3:9])[CH3:8].[BH4-].[Na+]>CO>[NH2:39][C:23]1[N:22]([C@H:15]([CH:16]2[CH2:17][CH2:18][CH2:19][CH2:20][CH2:21]2)[CH2:14][CH2:13][C:12]([NH:11][C@H:4]([CH2:5][O:6][C:7]([CH3:10])([CH3:9])[CH3:8])[CH2:3][OH:2])=[O:40])[CH2:31][C:30]2[C:25](=[CH:26][CH:27]=[C:28]([O:32][C:33]3[CH:34]=[CH:35][CH:36]=[CH:37][CH:38]=3)[CH:29]=2)[N:24]=1 |f:1.2|. Reported procedure: To a solution of 2-[4-(2-amino-6-phenoxy-4H-quinazolin-3-yl)-4-cyclohexyl-butyrylamino]-3-tert-butoxy-propionic acid methyl ester (TFA salt, 50 mg) in methanol (5 mL), NaBH4 (0.04 g) was added slowly over a 30 minute period. The resulting solution was then stirred at room temperature overnight. LC/MS indicated very little product formed and most of the starting material remained. Additional NaBH4 (0.04 g) was added at room temperature, and the solution was stirred for an additional 8 hrs. Additi...